This data is from the Open Reaction Database (ORD), a public repository of structured organic reaction records. The task is: describe an organic reaction: reactants, conditions, products, and yield Reactants: C1CCN[C@@H](C1)C(=O)O (L-pipecolic acid). The solvent is O (H2O). Product: N1C(C(=O)O)CCCC1 (PIPECOLIC ACID). Reaction SMILES: [CH2:1]1[CH2:6][C@@H:5]([C:7]([OH:9])=[O:8])[NH:4][CH2:3][CH2:2]1>O>[NH:4]1[CH2:3][CH2:2][CH2:1][CH2:6][CH:5]1[C:7]([OH:9])=[O:8]. Procedure: The filtrate is evaporated and dissolved in 5% acetic acid. Finally the solution is treated with Amberlite IR 45* in an ion exchanger. The eluate thus obtained is evaporated and the resulting crystalline residue is dried with potassium hydroxide in vacuo. The product obtained consists of L-pipecolic acid [α]24D -26.2°(C=5**, H2O). Reactants: FC1=C(C=CC=C1F)CSC1=NC(=CC(=N1)NS(=O)(=O)N1CCC1)O[C@H](C)[C@H]1OC(OC1)(C)C (N-[2-[[(2,3-difluorophenyl)methyl]thio]-6-[(1R)-1-[(4S)-2,2-dimethyl-1,3-dioxolan-4-yl]ethoxy]-4-pyrimidinyl]-1-azetidinesulfonamide), product, C([O-])(O)=O.[Na+] (sodium bicarbonate). Reagents/catalysts: O.O.O.O.O.O.[Fe](Cl)(Cl)Cl (iron (III) chloride hexahydrate). Run in C(Cl)Cl (DCM). Reaction conditions: time 1 hour. Yields the product FC1=C(C=CC=C1F)CSC1=NC(=CC(=N1)NS(=O)(=O)N1CCC1)O[C@@H]([C@H](CO)O)C (N-[2-[[(2,3-Difluorophenyl)methyl]thio]-6-{[(1R,2S)-2,3-dihydroxy-1-methylpropyl]oxy}-4-pyrimidinyl]-1-azetidinesulfonamide). RXN SMILES: [F:1][C:2]1[C:7]([F:8])=[CH:6][CH:5]=[CH:4][C:3]=1[CH2:9][S:10][C:11]1[N:16]=[C:15]([NH:17][S:18]([N:21]2[CH2:24][CH2:23][CH2:22]2)(=[O:20])=[O:19])[CH:14]=[C:13]([O:25][C@@H:26]([C@@H:28]2[CH2:32][O:31]C(C)(C)[O:29]2)[CH3:27])[N:12]=1.C(=O)(O)[O-].[Na+]>C(Cl)Cl.O.O.O.O.O.O.[Fe](Cl)(Cl)Cl>[F:1][C:2]1[C:7]([F:8])=[CH:6][CH:5]=[CH:4][C:3]=1[CH2:9][S:10][C:11]1[N:16]=[C:15]([NH:17][S:18]([N:21]2[CH2:24][CH2:23][CH2:22]2)(=[O:20])=[O:19])[CH:14]=[C:13]([O:25][C@H:26]([CH3:27])[C@@H:28]([OH:29])[CH2:32][OH:31])[N:12]=1 |f:1.2,4.5.6.7.8.9.10|. Procedure: To a solution of N-[2-[[(2,3-difluorophenyl)methyl]thio]-6-[(1R)-1-[(4S)-2,2-dimethyl-1,3-dioxolan-4-yl]ethoxy]-4-pyrimidinyl]-1-azetidinesulfonamide (the product of step ii) (0.13 g) in DCM (5 mL) was added iron (III) chloride hexahydrate (0.24 g). The reaction mixture was stirred at ambient temperature for 1 h, then saturated aqueous sodium bicarbonate (10 mL) was added. The layers were separated and the aqueous material extracted with DCM (3×10 mL) and EtOAc (3×10 mL). The combined organic ex... The reactants are C(C1=CC=CC=C1)(=O)NC(=S)N1C2=C(C=CC3=C1C=CC=C3)C=CC=C2 (5-(N-benzoyl thiocarbamoyl)-5H-dibenz(b,f)-azepine), [OH-].[K+] (potassium hydroxide). The solvent is O (water). Conditions: temperature 25 celsius, time 2.5 hour. The product is C(N)(=S)N1C2=C(C=CC3=C1C=CC=C3)C=CC=C2 (5-thiocarbamoyl-5H-dibenz(b,f)-azepine). The yield is 94.3%. Reaction SMILES: C([NH:9][C:10]([N:12]1[C:18]2[CH:19]=[CH:20][CH:21]=[CH:22][C:17]=2[CH:16]=[CH:15][C:14]2[CH:23]=[CH:24][CH:25]=[CH:26][C:13]1=2)=[S:11])(=O)C1C=CC=CC=1.[OH-].[K+]>O>[C:10]([N:12]1[C:13]2[CH:26]=[CH:25][CH:24]=[CH:23][C:14]=2[CH:15]=[CH:16][C:17]2[CH:22]=[CH:21][CH:20]=[CH:19][C:18]1=2)(=[S:11])[NH2:9] |f:1.2|. Procedure details: 3.56 g (0.01mole) of 5-(N-benzoyl thiocarbamoyl)-5H-dibenz(b,f)-azepine is suspended into 37.5 ml of cold water. 3.6 ml of 30% aqueous potassium hydroxide is added and the suspension is heated to boilling. A yellow solution is produced, out of which the reaction product (5-thiocatbamoyliminostilbene) starts to separate after 15 minutes. After boiling for 2.5 hours the suspension is cooled to 25° C. and the desired product is separated by filtration, washed profusely with cold water (25° C.), unt... The reactants are C1COCCN1, COB(OC)OC, CC#N, COc1c(F)c(F)cc2c(=O)c(C(=O)O)cn(C3CC3)c12, O. Yields the product COc1c(N2CCOCC2)c(F)cc2c(=O)c(C(=O)O)cn(C3CC3)c12. As a reaction SMILES: [CH2:22]1[CH2:23][O:24][CH2:25][CH2:26][NH:27]1.[CH3:28][O:29][B:30]([O:31][CH3:32])[O:33][CH3:34].[CH3:35][C:36]#[N:37].[CH:1]1([n:4]2[cH:5][c:6]([C:19](=[O:20])[OH:21])[c:7](=[O:18])[c:8]3[cH:9][c:10]([F:17])[c:11]([F:16])[c:12]([O:14][CH3:15])[c:13]23)[CH2:2][CH2:3]1.[OH2:38]>>[CH:1]1([n:4]2[cH:5][c:6]([C:19](=[O:20])[OH:21])[c:7](=[O:18])[c:8]3[cH:9][c:10]([F:17])[c:11]([N:27]4[CH2:22][CH2:23][O:24][CH2:25][CH2:26]4)[c:12]([O:14][CH3:15])[c:13]23)[CH2:2][CH2:3]1. Starting materials: O=C([O-])[O-], CN(C)C=O, CCOC(C)=O, O=[N+]([O-])c1c[nH]c(Sc2c(Cl)cccc2[N+](=O)[O-])n1, [Cs+], [F-], [K+], [K+], O. The product is CC1(Cn2cc([N+](=O)[O-])nc2Sc2c(Cl)cccc2[N+](=O)[O-])CO1. As a reaction SMILES: [C:25](=[O:26])([O-:27])[O-:28].[CH3:20][N:21]([CH3:22])[CH:23]=[O:24].[CH3:33][CH2:34][O:35][C:36]([CH3:37])=[O:38].[Cl:1][c:2]1[c:3]([S:11][c:12]2[nH:13][cH:14][c:15]([N+:17](=[O:18])[O-:19])[n:16]2)[c:4]([N+:8](=[O:9])[O-:10])[cH:5][cH:6][cH:7]1.[Cs+:32].[F-:31].[K+:29].[K+:30].[OH2:39]>>[Cl:1][c:2]1[c:3]([S:11][c:12]2[n:13]([CH2:20][C:36]3([CH3:37])[CH2:34][O:35]3)[cH:14][c:15]([N+:17](=[O:18])[O-:19])[n:16]2)[c:4]([N+:8](=[O:9])[O-:10])[cH:5][cH:6][cH:7]1.